From a dataset of the Open Reaction Database (ORD), a public repository of structured organic reaction records. describe an organic reaction: reactants, conditions, products, and yield As a reaction SMILES: [CH3:1][Si:2]([CH3:3])([CH3:4])[CH2:5][CH2:6][O:27][CH2:28][n:7]1[cH:8][cH:9][c:10]2[c:11]1[n:12][cH:13][n:14][c:15]2-[c:16]1[cH:17][n:18][c:19]([CH:21]([C:22]#[N:23])[CH2:24][CH2:25][CH3:26])[s:20]1.[Cl:29][CH2:30][Cl:31].[F:32][C:33]([F:34])([F:35])[C:36]([OH:37])=[O:38]>>[nH:7]1[cH:8][cH:9][c:10]2[c:11]1[n:12][cH:13][n:14][c:15]2-[c:16]1[cH:17][n:18][c:19]([CH:21]([C:22]#[N:23])[CH2:24][CH2:25][CH3:26])[s:20]1. Yields the product CCCC(C#N)c1ncc(-c2ncnc3[nH]ccc23)s1. The reactants are CCCC(C#N)c1ncc(-c2ncnc3c2ccn3COCC[Si](C)(C)C)s1, ClCCl, O=C(O)C(F)(F)F. Reactants: C(CCCCCCCCC)C=1C=NC(=NC1)C1=C(C(=C(C=C1)OS(=O)(=O)C(F)(F)F)F)F (5-decyl-2-(2,3-difluoro-4-trifluoromethylsulfonyloxyphenyl)-pyrimidine), tetrakis-triphenylphosphine palladium, [OH-].[Na+] (sodium hydroxide), solution, aqueous solution, [OH-].[Na+] (sodium hydroxide), aqueous solution, OO (hydrogen peroxide). Run in O1CCCC1 (tetrahydrofuran), O1CCCC1 (tetrahydrofuran). Run at time 3 hour. Yields the product C(CCCCCCCCC)C=1C=NC(=NC1)C1=C(C(=C(C=C1)\C=C\CCCCCCC)F)F (5-decyl-2-{2,3-difluoro-4-(1-trans-nonenyl)-phenyl}-pyrimidine). Isolated yield 159.3%. As a reaction SMILES: [CH2:1]([C:11]1[CH:12]=[N:13][C:14]([C:17]2[CH:22]=[CH:21][C:20](OS(C(F)(F)F)(=O)=O)=[C:19]([F:31])[C:18]=2[F:32])=[N:15][CH:16]=1)[CH2:2][CH2:3][CH2:4][CH2:5][CH2:6][CH2:7][CH2:8][CH2:9][CH3:10].[OH-].[Na+].OO>O1CCCC1>[CH2:1]([C:11]1[CH:12]=[N:13][C:14]([C:17]2[CH:22]=[CH:21][C:20](/[CH:11]=[CH:1]/[CH2:2][CH2:3][CH2:4][CH2:5][CH2:6][CH2:7][CH3:8])=[C:19]([F:31])[C:18]=2[F:32])=[N:15][CH:16]=1)[CH2:2][CH2:3][CH2:4][CH2:5][CH2:6][CH2:7][CH2:8][CH2:9][CH3:10] |f:1.2|. Procedure: Apart from the above, inner atmosphere of a four-necked flask equipped with a stirring device, a reflux condenser and a thermometer was replaced with nitrogen gas, and then the flask was charged with 1.6 g (3.3 mmol) of 5-decyl-2-(2,3-difluoro-4-trifluoromethylsulfonyloxyphenyl)-pyrimidine, 0.06 g (0.05 mmol) of tetrakis-triphenylphosphine-palladium, 0.6 g (15 mmol) of sodium hydroxide and 15 of tetrahydrofuran. Subsequently, 13 ml of a solution prepared by dissolving 5 mmol of the above-obtaine... Starting materials: C(C)(=O)OCCC(CCCC1=CC=C(C=C1)CCCCCCCCCCC)(COC(C)=O)NC(C)=O (3-Acetamido-3-acetoxymethyl-6-(4-undecylphenyl)hexyl acetate), O.[OH-].[Li+] (lithium hydroxide monohydrate). Run in CO (methanol), O (water), O (water). Product: NC(CO)(CCO)CCCC1=CC=C(C=C1)CCCCCCCCCCC (2-Amino-2-[3-(4-undecylphenyl)propyl]butane-1,4-diol). Isolated yield 25.9%. RXN SMILES: C([O:4][CH2:5][CH2:6][C:7]([NH:33]C(=O)C)([CH2:28][O:29]C(=O)C)[CH2:8][CH2:9][CH2:10][C:11]1[CH:16]=[CH:15][C:14]([CH2:17][CH2:18][CH2:19][CH2:20][CH2:21][CH2:22][CH2:23][CH2:24][CH2:25][CH2:26][CH3:27])=[CH:13][CH:12]=1)(=O)C.O.[OH-].[Li+]>CO.O>[NH2:33][C:7]([CH2:8][CH2:9][CH2:10][C:11]1[CH:16]=[CH:15][C:14]([CH2:17][CH2:18][CH2:19][CH2:20][CH2:21][CH2:22][CH2:23][CH2:24][CH2:25][CH2:26][CH3:27])=[CH:13][CH:12]=1)([CH2:6][CH2:5][OH:4])[CH2:28][OH:29] |f:1.2.3|. Procedure details: 3-Acetamido-3-acetoxymethyl-6-(4-undecylphenyl)hexyl acetate (1.70 g) and lithium hydroxide monohydrate (1.42 g) were dissolved in methanol (17 ml) and water (17 ml), and the mixture was refluxed under heating for 3 hours while stirring. The reaction mixture was diluted with water (100 ml) and extracted with ethyl acetate. The ethyl acetate layer was dried over anhydrous sodium sulfate and the solvent was distilled away. The crude crystals obtained were recrystallized from ether-hexane-ethyl ace...